Task: describe an organic reaction: reactants, conditions, products, and yield. Dataset: the Open Reaction Database (ORD), a public repository of structured organic reaction records The reactants are NN1C2=C(C(=C(C1=O)C1=NS(C3=C(N1)C=CC=C3)(=O)=O)O)SC=C2 (4-amino-6-(1,1-dioxido-4H-1,2,4-benzothiadiazin-3-yl)-7-hydroxythieno[3,2-b]pyridin 5(4H)-one), O1C=C(C=C1)C=O (3-furaldehyde). Solvent: CN(C(C)=O)C (N,N-dimethylacetamide). Run at temperature 25 celsius. Yields the product O=S1(N=C(NC2=C1C=CC=C2)C2=C(C1=C(N(C2=O)N=CC2=COC=C2)C=CS1)O)=O (6-(1,1-dioxido-4H-1,2,4-benzothiadiazin-3-yl)-4-{[3-furylmethylene]amino}-7-hydroxythieno[3,2-b]pyridin-5(4H)-one). Yield: 86.6%. RXN SMILES: [NH2:1][N:2]1[C:7](=[O:8])[C:6]([C:9]2[NH:14][C:13]3[CH:15]=[CH:16][CH:17]=[CH:18][C:12]=3[S:11](=[O:20])(=[O:19])[N:10]=2)=[C:5]([OH:21])[C:4]2[S:22][CH:23]=[CH:24][C:3]1=2.[O:25]1[CH:29]=[CH:28][C:27]([CH:30]=O)=[CH:26]1>CN(C)C(=O)C>[O:19]=[S:11]1(=[O:20])[C:12]2[CH:18]=[CH:17][CH:16]=[CH:15][C:13]=2[NH:14][C:9]([C:6]2[C:7](=[O:8])[N:2]([N:1]=[CH:30][C:27]3[CH:28]=[CH:29][O:25][CH:26]=3)[C:3]3[CH:24]=[CH:23][S:22][C:4]=3[C:5]=2[OH:21])=[N:10]1. Procedure: The product of Example 268D (0.10 g, 0.27 mmol) was reacted with 3-furaldehyde (0.5 g, 5.2 mmol) in N,N-dimethylacetamide (3 mL) in a sealed tube at 135° C. for 60 minutes in a microwave reactor. The reaction was cooled to 25° C. and concentrated under vacuum. The resulting residue was triturated with diethyl ether and filtered to give the title compound (0.103 g, 87%). The reactants are Br, COCCn1c(=N)sc2ccccc21, O=C(O)c1ccc(F)c2ccccc12. Product: COCCn1c(=NC(=O)c2ccc(F)c3ccccc23)sc2ccccc21. RXN SMILES: [BrH:1].[CH3:2][O:3][CH2:4][CH2:5][n:6]1[c:7](=[NH:15])[s:8][c:9]2[c:10]1[cH:11][cH:12][cH:13][cH:14]2.[F:16][c:17]1[cH:18][cH:19][c:20]([C:27](=[O:28])[OH:29])[c:21]2[cH:22][cH:23][cH:24][cH:25][c:26]12>>[CH3:2][O:3][CH2:4][CH2:5][n:6]1[c:7](=[N:15][C:27]([c:20]2[cH:19][cH:18][c:17]([F:16])[c:26]3[c:21]2[cH:22][cH:23][cH:24][cH:25]3)=[O:28])[s:8][c:9]2[c:10]1[cH:11][cH:12][cH:13][cH:14]2. Reactants: C(CCC)[Li] (n-butyllithium), BrC1=CC2=CC=CC=C2C=C1 (2-bromonaphthalene), C(C)(C)OB(OC(C)C)OC(C)C (triisopropylborate). Solvent: O1CCCC1 (tetrahydrofuran), O1CCCC1 (tetrahydrofuran). Run at time 1.5 hour. The product is C1=C(C=CC2=CC=CC=C12)B(O)O (Naphthalene-2-boronic acid). Isolated yield 76.2%. As a reaction SMILES: Br[C:2]1[CH:11]=[CH:10][C:9]2[C:4](=[CH:5][CH:6]=[CH:7][CH:8]=2)[CH:3]=1.C([Li])CCC.C([O:20][B:21](OC(C)C)[O:22]C(C)C)(C)C>O1CCCC1>[CH:3]1[C:4]2[C:9](=[CH:8][CH:7]=[CH:6][CH:5]=2)[CH:10]=[CH:11][C:2]=1[B:21]([OH:22])[OH:20]. Reported procedure: A solution of 15 gm (63.3 mMol) 2-bromonaphthalene in 100 mL tetrahydrofuran was cooled to −78° C. and then 47.4 mL (75.9 mMol) n-butyllithium (1.6 M in hexane) were added. After stirring for about 1.5 hours, a solution of 19 mL (82.2 mMol) triisopropylborate in 30 mL tetrahydrofuran was added via addition funnel. The reaction mixture was allowed to warm to room temperature and was stirred for about 18 hours. The reaction mixture was then partitioned between ethyl acetate and 2 N hydrochloric ac... The reactants are C([O-])([O-])=O.[Na+].[Na+] (sodium carbonate), ClCCl (dichloromethane), ClC=1C=C2C(=CNC2=CC1)CCNC(C1=CC=C(C=C1)CCl)=O (N-(2-(5-chloro-1H-indol-3-yl)ethyl)-4-(chloromethyl)benzamide), FC=1C=C(C=C(C1)F)B(O)O (3,5-difluorophenylboronic acid), [I-].[Na+] (sodium iodide). Reagents/catalysts: C1=CC=C(C=C1)P([C-]2C=CC=C2)C3=CC=CC=C3.C1=CC=C(C=C1)P([C-]2C=CC=C2)C3=CC=CC=C3.Cl[Pd]Cl.[Fe+2] ([1,1′-bis(diphenylphosphino)ferrocene]palladium(II) chloride). Solvent: O (water), C(OC)COC (dimethoxyethane). Product: eluent, ClC=1C=C2C(=CNC2=CC1)CCNC(C1=CC=C(C=C1)CC1=CC(=CC(=C1)F)F)=O (N-(2-(5-Chloro-1H-indol-3-yl)ethyl)-4-(3,5-difluorobenzyl)benzamide). Yield: 54.2%. Reaction SMILES: [Cl:1][C:2]1[CH:3]=[C:4]2[C:8](=[CH:9][CH:10]=1)[NH:7][CH:6]=[C:5]2[CH2:11][CH2:12][NH:13][C:14](=[O:23])[C:15]1[CH:20]=[CH:19][C:18]([CH2:21]Cl)=[CH:17][CH:16]=1.[F:24][C:25]1[CH:26]=[C:27](B(O)O)[CH:28]=[C:29]([F:31])[CH:30]=1.ClCCl.C(=O)([O-])[O-].[Na+].[Na+].[I-].[Na+]>C(COC)OC.O.C1C=CC(P(C2C=CC=CC=2)[C-]2C=CC=C2)=CC=1.C1C=CC(P(C2C=CC=CC=2)[C-]2C=CC=C2)=CC=1.Cl[Pd]Cl.[Fe+2]>[Cl:1][C:2]1[CH:3]=[C:4]2[C:8](=[CH:9][CH:10]=1)[NH:7][CH:6]=[C:5]2[CH2:11][CH2:12][NH:13][C:14](=[O:23])[C:15]1[CH:20]=[CH:19][C:18]([CH2:21][C:27]2[CH:26]=[C:25]([F:24])[CH:30]=[C:29]([F:31])[CH:28]=2)=[CH:17][CH:16]=1 |f:3.4.5,6.7,10.11.12.13|. Procedure: N-(2-(5-Chloro-1H-indol-3-yl)ethyl)-4-(3,5-difluorobenzyl)benzamide was prepared according to method B with N-(2-(5-chloro-1H-indol-3-yl)ethyl)-4-(chloromethyl)benzamide (0.080 g; 0.230 mmol), 3,5-difluorophenylboronic acid (0.038 g; 0.241 mmol), [1,1′-bis(diphenylphosphino)ferrocene]palladium(II) chloride, complex with dichloromethane (0.018 g; 0.023 mmol), sodium carbonate (0.049 g; 0.461 mmol), sodium iodide (0.069 g; 0.461 mmol), in dimethoxyethane (3 mL) and water (1 mL), irradiated in a mi...